The task is: describe an organic reaction: reactants, conditions, products, and yield. This data is from the Open Reaction Database (ORD), a public repository of structured organic reaction records. Run in C(C)OCC (diethyl ether). Yields the product N1=CC=CC2=C1NC1=C(N(C2)C(=O)C=2C=CC3=C(CCO3)C2)C=CC=C1 ((5,11-Dihydro-benzo[b]pyrido [2.3-e][1,4]Diazepin-6-yl)-(2,3-dihydro-benzofuran-5-yl)-methanone). Procedure details: Prepared from 2,3-dihydro-benzofuran-5-carboxylic acid (0.328 g, 2 mmol) and 6,11-dihydro-5H-pyrido[2,3-b][1,5]benzodiazepine (0.398 g, 2 mmol) in a manner essentially identical to that of Example 1. The title compound was obtained as an off-white solid, m.p. 188° C., upon recrystallization from diethyl ether. Reaction SMILES: [O:1]1[C:5]2[CH:6]=[CH:7][C:8]([C:10]([OH:12])=O)=[CH:9][C:4]=2[CH2:3][CH2:2]1.[N:13]1[C:18]2[NH:19][C:20]3[CH:27]=[CH:26][CH:25]=[CH:24][C:21]=3[NH:22][CH2:23][C:17]=2[CH:16]=[CH:15][CH:14]=1>C(OCC)C>[N:13]1[C:18]2[NH:19][C:20]3[CH:27]=[CH:26][CH:25]=[CH:24][C:21]=3[N:22]([C:10]([C:8]3[CH:7]=[CH:6][C:5]4[O:1][CH2:2][CH2:3][C:4]=4[CH:9]=3)=[O:12])[CH2:23][C:17]=2[CH:16]=[CH:15][CH:14]=1. Reactants: O1CCC2=C1C=CC(=C2)C(=O)O (2,3-dihydro-benzofuran-5-carboxylic acid), N1=CC=CC2=C1NC1=C(NC2)C=CC=C1 (6,11-dihydro-5H-pyrido[2,3-b][1,5]benzodiazepine).